From a dataset of the Open Reaction Database (ORD), a public repository of structured organic reaction records. describe an organic reaction: reactants, conditions, products, and yield Starting materials: C1CCOC1, Cc1cc(-c2ccc(C(F)(F)F)cc2)cc(-c2cccc(-c3csc(N=CN(C)C)n3)c2)n1, Cl, [Na+], [OH-]. Product: Cc1cc(-c2ccc(C(F)(F)F)cc2)cc(-c2cccc(-c3csc(N)n3)c2)n1. Reaction SMILES: [CH2:37]1[O:38][CH2:39][CH2:40][CH2:41]1.[CH3:1][N:2]([CH3:3])[CH:33]=[N:4][c:5]1[s:6][cH:7][c:8](-[c:10]2[cH:11][c:12](-[c:16]3[n:17][c:18]([CH3:32])[cH:19][c:20](-[c:22]4[cH:23][cH:24][c:25]([C:28]([F:29])([F:30])[F:31])[cH:26][cH:27]4)[cH:21]3)[cH:13][cH:14][cH:15]2)[n:9]1.[ClH:34].[Na+:36].[OH-:35]>>[NH2:4][c:5]1[s:6][cH:7][c:8](-[c:10]2[cH:11][c:12](-[c:16]3[n:17][c:18]([CH3:32])[cH:19][c:20](-[c:22]4[cH:23][cH:24][c:25]([C:28]([F:29])([F:30])[F:31])[cH:26][cH:27]4)[cH:21]3)[cH:13][cH:14][cH:15]2)[n:9]1. The reactants are COC(COC1=CC=C(C=C1)CN1C=CC2=CC(=CC=C12)N)=O ([4-(5-amino-indol-1-ylmethyl)-phenoxy]-acetic acid methyl ester), COC(COC1=CC=C(C=C1)CN1C=CC2=CC(=CC=C12)NS(=O)(=O)C1=CC=C(C=C1)C(C)(C)C)=O ({4-[(5-{[(4-tert-butylphenyl)sulfonyl]amino}-1H-indol-1-yl)methyl]phenoxy}acetic acid methyl ester). The product is COC(COC1=CC=C(C=C1)CN1C=CC2=CC(=CC=C12)NS(=O)(=O)C1=CC=C(C=C1)C(C)(C)C)=O ({4-[5-(4-tert-butyl-benzenesulfonylamino)-indol-1-ylmethyl]-phenoxy}-acetic acid methyl ester), C(C)(C)(C)C1=CC=C(C=C1)S(=O)(=O)NC=1C=C2C=CN(C2=CC1)CC1=CC=C(OCC(=O)O)C=C1 ({4-[(5-{[(4-tert-Butylphenyl)sulfonyl]amino}-1H-indol-1-yl)methyl]phenoxy}acetic acid). As a reaction SMILES: COC(=O)COC1C=CC(CN2C3C(=CC(N)=CC=3)C=C2)=CC=1.[CH3:24][O:25][C:26](=[O:59])[CH2:27][O:28][C:29]1[CH:34]=[CH:33][C:32]([CH2:35][N:36]2[C:44]3[C:39](=[CH:40][C:41]([NH:45][S:46]([C:49]4[CH:54]=[CH:53][C:52]([C:55]([CH3:58])([CH3:57])[CH3:56])=[CH:51][CH:50]=4)(=[O:48])=[O:47])=[CH:42][CH:43]=3)[CH:38]=[CH:37]2)=[CH:31][CH:30]=1>>[CH3:24][O:25][C:26](=[O:59])[CH2:27][O:28][C:29]1[CH:34]=[CH:33][C:32]([CH2:35][N:36]2[C:44]3[C:39](=[CH:40][C:41]([NH:45][S:46]([C:49]4[CH:50]=[CH:51][C:52]([C:55]([CH3:57])([CH3:56])[CH3:58])=[CH:53][CH:54]=4)(=[O:48])=[O:47])=[CH:42][CH:43]=3)[CH:38]=[CH:37]2)=[CH:31][CH:30]=1.[C:55]([C:52]1[CH:51]=[CH:50][C:49]([S:46]([NH:45][C:41]2[CH:40]=[C:39]3[C:44](=[CH:43][CH:42]=2)[N:36]([CH2:35][C:32]2[CH:31]=[CH:30][C:29]([O:28][CH2:27][C:26]([OH:59])=[O:25])=[CH:34][CH:33]=2)[CH:37]=[CH:38]3)(=[O:47])=[O:48])=[CH:54][CH:53]=1)([CH3:58])([CH3:56])[CH3:57]. Procedure: {4-[5-(4-tert-butyl-benzenesulfonylamino)-indol-1-ylmethyl]-phenoxy}-acetic acid methyl ester was prepared from [4-(5-amino-indol-1-ylmethyl)-phenoxy]-acetic acid methyl ester following the procedure of Example 2 Step 1. The title compound was prepared from {4-[(5-{[(4-tert-butylphenyl)sulfonyl]amino}-1H-indol-1-yl)methyl]phenoxy}acetic acid methyl ester following the procedure of Example 2 Step 3: MS (ESI) m/z 493, MS (ESI) m/z 491. Reactants: NC1=C(C(=O)O)C=C(C=C1)Br (2-amino-5-bromobenzoic acid), C[Mg] (methylmagnesium), CCOCC (ether), Cl (hydrochloride), [OH-].[Na+] (sodium hydroxide). Solvent: C1CCOC1 (THF), C(C)(=O)OCC (ethyl acetate). Reaction conditions: time 48 hour. Yields the product NC1=C(C=C(C=C1)Br)C(C)(C)O (2-(2-amino-5-bromophenyl)propan-2-ol). The yield is 57.0%. As a reaction SMILES: [NH2:1][C:2]1[CH:10]=[CH:9][C:8]([Br:11])=[CH:7][C:3]=1C(O)=O.[CH3:12][Mg].CC[O:16][CH2:17][CH3:18].Cl.[OH-].[Na+]>C1COCC1.C(OCC)(=O)C>[NH2:1][C:2]1[CH:10]=[CH:9][C:8]([Br:11])=[CH:7][C:3]=1[C:17]([OH:16])([CH3:18])[CH3:12] |f:4.5|. Procedure details: A solution of 2-amino-5-bromobenzoic acid (10 g, 46 mmol) in dry THF (200 mL) was treated at −78° C. under nitrogen with a solution of methylmagnesium brormide in ether (3.0 M, 90 mL, 270 mmol). The reaction mixture was slowly warmed to ambient temperature, kept stirring for 48 hours under nitrogen and then poured into a cold 0.5 N aqueous hydrochloride solution (300 mL). The mixture was neutralized with aqueous 1 N sodium hydroxide solution and ethyl acetate (300 mL) was added. The organic laye... Reactants: COC(=O)c1ccc(NC(=O)N(c2c3cc(F)c(F)cc3nn2-c2ccc(Cl)cc2)C2CCCCC2)c(Cl)c1, CCCCCCC, ClCCl, [Li+], [OH-]. Yields the product O=C(O)c1ccc(NC(=O)N(c2c3cc(F)c(F)cc3nn2-c2ccc(Cl)cc2)C2CCCCC2)c(Cl)c1. As a reaction SMILES: [CH3:1][O:2][C:3]([c:4]1[cH:5][c:6]([Cl:38])[c:7]([NH:10][C:11](=[O:12])[N:13]([CH:14]2[CH2:15][CH2:16][CH2:17][CH2:18][CH2:19]2)[c:20]2[n:21](-[c:31]3[cH:32][cH:33][c:34]([Cl:37])[cH:35][cH:36]3)[n:22][c:23]3[cH:24][c:25]([F:30])[c:26]([F:29])[cH:27][c:28]23)[cH:8][cH:9]1)=[O:39].[CH3:45][CH2:46][CH2:47][CH2:48][CH2:49][CH2:50][CH3:51].[Cl:42][CH2:43][Cl:44].[Li+:40].[OH-:41]>>[O:2]=[C:3]([c:4]1[cH:5][c:6]([Cl:38])[c:7]([NH:10][C:11](=[O:12])[N:13]([CH:14]2[CH2:15][CH2:16][CH2:17][CH2:18][CH2:19]2)[c:20]2[n:21](-[c:31]3[cH:32][cH:33][c:34]([Cl:37])[cH:35][cH:36]3)[n:22][c:23]3[cH:24][c:25]([F:30])[c:26]([F:29])[cH:27][c:28]23)[cH:8][cH:9]1)[OH:39].